Dataset: the Open Reaction Database (ORD), a public repository of structured organic reaction records. Task: describe an organic reaction: reactants, conditions, products, and yield Starting materials: C(C)(C)(C)OC(=O)N1CCC(CC1)CCO (4-(2-hydroxy-ethyl)-piperidine-1-carboxylic acid tert-butyl ester), N(=NC(=O)OCC)C(=O)OCC (diethyl azodicarboxylate), C1(=CC=CC=C1)P(C1=CC=CC=C1)C1=CC=CC=C1 (triphenylphosphine), C(C)OC(C(C1=C(C(=CC(=C1)OCC)O)F)NC1=CC=C(C=C1)C#N)=O ((RS)-(4-cyano-phenylamino)-(5-ethoxy-2-fluoro-3-hydroxy-phenyl)-acetic acid ethyl ester). The product is C(C)(C)(C)OC(=O)N1CCC(CC1)CCOC1=C(C(=CC(=C1)OCC)C(C(=O)OCC)NC1=CC=C(C=C1)C#N)F ((RS)-4-(2-{3-[(4-cyano-phenylamino)-ethoxycarbonyl-methyl]-5-ethoxy-2-fluoro-phenoxy}-ethyl)-piperidine-1-carboxylic acid tert-butyl ester). As a reaction SMILES: [CH2:1]([O:3][C:4](=[O:26])[CH:5]([NH:17][C:18]1[CH:23]=[CH:22][C:21]([C:24]#[N:25])=[CH:20][CH:19]=1)[C:6]1[CH:11]=[C:10]([O:12][CH2:13][CH3:14])[CH:9]=[C:8]([OH:15])[C:7]=1[F:16])[CH3:2].[C:27]([O:31][C:32]([N:34]1[CH2:39][CH2:38][CH:37]([CH2:40][CH2:41]O)[CH2:36][CH2:35]1)=[O:33])([CH3:30])([CH3:29])[CH3:28].N(C(OCC)=O)=NC(OCC)=O.C1(P(C2C=CC=CC=2)C2C=CC=CC=2)C=CC=CC=1>>[C:27]([O:31][C:32]([N:34]1[CH2:39][CH2:38][CH:37]([CH2:40][CH2:41][O:15][C:8]2[CH:9]=[C:10]([O:12][CH2:13][CH3:14])[CH:11]=[C:6]([CH:5]([NH:17][C:18]3[CH:19]=[CH:20][C:21]([C:24]#[N:25])=[CH:22][CH:23]=3)[C:4]([O:3][CH2:1][CH3:2])=[O:26])[C:7]=2[F:16])[CH2:36][CH2:35]1)=[O:33])([CH3:30])([CH3:29])[CH3:28]. Reported procedure: In analogy to example 1.5, (RS)-(4-cyano-phenylamino)-(5-ethoxy-2-fluoro-3-hydroxy-phenyl)-acetic acid ethyl ester described in example 1.4 was reacted with 4-(2-hydroxy-ethyl)-piperidine-1-carboxylic acid tert-butyl ester, diethyl azodicarboxylate and triphenylphosphine to give (RS)-4-(2-{3-[(4-cyano-phenylamino)-ethoxycarbonyl-methyl]-5-ethoxy-2-fluoro-phenoxy}-ethyl)-piperidine-1-carboxylic acid tert-butyl ester as a colorless solid. MS: 570.2 ([M+H]+).